Dataset: the Open Reaction Database (ORD), a public repository of structured organic reaction records. Task: describe an organic reaction: reactants, conditions, products, and yield RXN SMILES: [C:1](=[O:2])([CH3:3])[O:4][CH:5]1[CH:6]2[C:7]3([CH3:32])[CH2:8][CH2:9][CH:10]([OH:31])[CH2:11][CH:12]3[CH2:13][CH2:14][CH:15]2[CH:16]2[CH2:17][CH:18]([OH:30])[C:19]([C:20]([CH2:21][CH3:22])=[O:23])([N:27]=[N+:28]=[N-:29])[C:24]2([CH3:26])[CH2:25]1.[CH3:33][C:34]([O:35][C:36](=[O:37])[CH3:38])=[O:39].[cH:40]1[cH:41][cH:42][n:43][cH:44][cH:45]1>>[OH:4][CH:5]1[CH:6]2[C:7]3([CH3:32])[CH2:8][CH2:9][CH:10]([OH:31])[CH2:11][CH:12]3[CH2:13][CH2:14][CH:15]2[CH:16]2[CH2:17][CH:18]([OH:30])[C:19]([C:20]([CH2:21][CH3:22])=[O:23])([N:27]=[N+:28]=[N-:29])[C:24]2([CH3:26])[CH2:25]1. Starting materials: CCC(=O)C1(N=[N+]=[N-])C(O)CC2C3CCC4CC(O)CCC4(C)C3C(OC(C)=O)CC21C, CC(=O)OC(C)=O, c1ccncc1. Yields the product CCC(=O)C1(N=[N+]=[N-])C(O)CC2C3CCC4CC(O)CCC4(C)C3C(O)CC21C. Reactants: CNN, Cn1c(C(F)(F)F)cc(=O)n(-c2ccc(Cl)c3cc(C=O)oc23)c1=O, C1CCOC1, O. The product is CNN=Cc1cc2c(Cl)ccc(-n3c(=O)cc(C(F)(F)F)n(C)c3=O)c2o1. As a reaction SMILES: [CH3:26][NH:27][NH2:28].[Cl:1][c:2]1[cH:3][cH:4][c:5](-[n:13]2[c:14](=[O:25])[n:15]([CH3:24])[c:16]([C:20]([F:21])([F:22])[F:23])[cH:17][c:18]2=[O:19])[c:6]2[c:7]1[cH:8][c:9]([CH:11]=[O:12])[o:10]2.[O:30]1[CH2:31][CH2:32][CH2:33][CH2:34]1.[OH2:29]>>[Cl:1][c:2]1[cH:3][cH:4][c:5](-[n:13]2[c:14](=[O:25])[n:15]([CH3:24])[c:16]([C:20]([F:21])([F:22])[F:23])[cH:17][c:18]2=[O:19])[c:6]2[c:7]1[cH:8][c:9]([CH:11]=[N:28][NH:27][CH3:26])[o:10]2.